This data is from the Open Reaction Database (ORD), a public repository of structured organic reaction records. The task is: describe an organic reaction: reactants, conditions, products, and yield Reactants: C(C)(C)OS(=O)(=O)C1=CC2=CC(=CC=C2C(=C1N=NC1=CC=C(C=C1)OC)O)NC(C1=CC(=CC(=C1)OC)OC)=O (7-(3,5-Dimethoxy-benzoylamino)-4-hydroxy-3-(4-methoxy-phenylazo)-napthalene-2-sulfonic Acid Isopropyl Ester), [I-].[Na+] (sodium iodide). The solvent is CC(CC)=O (2-butanone). Reaction conditions: temperature 60 celsius, time 24 hour. Product: COC=1C=C(C(=O)NC2=CC=C3C(=C(C(=CC3=C2)S(=O)(=O)O)N=NC2=CC=C(C=C2)OC)O)C=C(C1)OC (7-(3,5-Dimethoxy-benzoylamino)-4-hydroxy-3-(4-methoxy-phenylazo)-napthalene-2-sulfonic Acid). Yield: 89.5%. Reaction SMILES: C([O:4][S:5]([C:8]1[C:17]([N:18]=[N:19][C:20]2[CH:25]=[CH:24][C:23]([O:26][CH3:27])=[CH:22][CH:21]=2)=[C:16]([OH:28])[C:15]2[C:10](=[CH:11][C:12]([NH:29][C:30](=[O:41])[C:31]3[CH:36]=[C:35]([O:37][CH3:38])[CH:34]=[C:33]([O:39][CH3:40])[CH:32]=3)=[CH:13][CH:14]=2)[CH:9]=1)(=[O:7])=[O:6])(C)C.[I-].[Na+]>CC(=O)CC>[CH3:38][O:37][C:35]1[CH:36]=[C:31]([CH:32]=[C:33]([O:39][CH3:40])[CH:34]=1)[C:30]([NH:29][C:12]1[CH:11]=[C:10]2[C:15]([C:16]([OH:28])=[C:17]([N:18]=[N:19][C:20]3[CH:21]=[CH:22][C:23]([O:26][CH3:27])=[CH:24][CH:25]=3)[C:8]([S:5]([OH:7])(=[O:4])=[O:6])=[CH:9]2)=[CH:14][CH:13]=1)=[O:41] |f:1.2|. Reported procedure: 7-(3,5-Dimethoxy-benzoylamino)-4-hydroxy-3-(4-methoxy-phenylazo)-napthalene-2-sulfonic acid isopropyl ester (Example 13, 96 mg, 0.19 mmol) was suspended in 2-butanone (3 mL) and sodium iodide (57 mg, 0.38 mmol) was added. The reaction mixture was allowed to stir under nitrogen at 60° C. for 24 h. The solvent was removed under a stream of nitrogen, acetone was added and the suspension was filtered to provide the title compound (86 mg, 0.17 mmol, 91%) as a red solid: NMR (DMSO-d6): δ 16.34 (s, 1H)... Starting materials: [Al+3], O=C(Cl)CBr, Brc1cnc2[nH]ccc2c1, [Cl-], [Cl-], [Cl-], ClCCl. The product is O=C(CBr)c1c[nH]c2ncc(Br)cc12. Reaction SMILES: [Al+3:2].[Br:15][CH2:16][C:17](=[O:18])[Cl:19].[Br:5][c:6]1[cH:7][c:8]2[c:9]([n:10][cH:11]1)[nH:12][cH:13][cH:14]2.[Cl-:1].[Cl-:3].[Cl-:4].[Cl:20][CH2:21][Cl:22]>>[Br:5][c:6]1[cH:7][c:8]2[c:9]([n:10][cH:11]1)[nH:12][cH:13][c:14]2[C:17]([CH2:16][Br:15])=[O:18].